Dataset: the Open Reaction Database (ORD), a public repository of structured organic reaction records. Task: describe an organic reaction: reactants, conditions, products, and yield Reactants: CSC1=C(C=NO)C=CC=C1 (2-(methylthio)benzaldehyde oxime), S(=O)(Cl)Cl (thionyl chloride), ClCl (chlorine). The solvent is ClC1=CC=CC=C1 (monochlorobenzene). Product: ClC1=NSC2=C1C=CC=C2 (3-chloro-1,2-benzisothiazole). Isolated yield 97.6%. As a reaction SMILES: C[S:2][C:3]1[CH:11]=[CH:10][CH:9]=[CH:8][C:4]=1[CH:5]=[N:6]O.S(Cl)([Cl:14])=O.ClCl>ClC1C=CC=CC=1>[Cl:14][C:5]1[C:4]2[CH:8]=[CH:9][CH:10]=[CH:11][C:3]=2[S:2][N:6]=1. Reported procedure: In a 300 ml four-necked flask equipped with a stirrer, a thermometer, and a condenser, 100 g of monochlorobenzene was placed in advance, to which 33.4 g (0.2 mol) of 2-(methylthio)benzaldehyde oxime was added under nitrogen atmosphere. 25.2 g (0.21 mol) Of thionyl chloride was added dropwise thereto while stirring at a temperature of from -10° to -15° C. and allowed to react for 1 hour at the same temperature. After the termination of the reaction, 15.6 g (0.22 mol) of chlorine was continuously ...